From a dataset of the Open Reaction Database (ORD), a public repository of structured organic reaction records. describe an organic reaction: reactants, conditions, products, and yield Starting materials: [Cl-], O=C(O)c1ccc([N+](=O)[O-])cc1, Nc1c(Br)c(C(=O)O)c(Br)c(C(=O)O)c1Br, C1COCCO1. The product is O=C(Nc1c(Br)c(C(=O)O)c(Br)c(C(=O)O)c1Br)c1ccc([N+](=O)[O-])cc1. As a reaction SMILES: [Cl-:1].[N+:2](=[O:3])([O-:4])[c:5]1[cH:6][cH:7][c:8]([C:9](=[O:10])[OH:11])[cH:12][cH:13]1.[NH2:14][c:15]1[c:16]([Br:29])[c:17]([C:26](=[O:27])[OH:28])[c:18]([Br:25])[c:19]([C:20](=[O:21])[OH:22])[c:23]1[Br:24].[O:30]1[CH2:31][CH2:32][O:33][CH2:34][CH2:35]1>>[N+:2](=[O:3])([O-:4])[c:5]1[cH:6][cH:7][c:8]([C:9](=[O:11])[NH:14][c:15]2[c:16]([Br:29])[c:17]([C:26](=[O:27])[OH:28])[c:18]([Br:25])[c:19]([C:20](=[O:21])[OH:22])[c:23]2[Br:24])[cH:12][cH:13]1. The reactants are ClC1=C(C=C(S1)C(C)=O)[N+](=O)[O-] (1-(5-Chloro-4-nitro-2-thienyl)ethanone), CN1C(=NC=C1)S (N-methyl imidazole-2-thiol). Product: CN1C(=NC=C1)SC1=C(C=C(S1)C(C)=O)[N+](=O)[O-] (1-[5-(1-methylimidazol-2-yl)sulfanyl-4-nitro-2-thienyl]ethanone), solid. Yield: 36.0%. RXN SMILES: Cl[C:2]1[S:6][C:5]([C:7](=[O:9])[CH3:8])=[CH:4][C:3]=1[N+:10]([O-:12])=[O:11].[CH3:13][N:14]1[CH:18]=[CH:17][N:16]=[C:15]1[SH:19]>>[CH3:13][N:14]1[CH:18]=[CH:17][N:16]=[C:15]1[S:19][C:2]1[S:6][C:5]([C:7](=[O:9])[CH3:8])=[CH:4][C:3]=1[N+:10]([O-:12])=[O:11]. Procedure details: Prepared according to the procedure described for example 14 from 1-(5-Chloro-4-nitro-2-thienyl)ethanone (0.1 g, 0.49 mmol) and N-methyl imidazole-2-thiol (0.056 g, 0.49 mmol). The title compound was obtained as a solid (50 mg, 36% yield). 1H NMR (400 MHz, d6-DMSO) δ: 8.48 (2H, s) 7.64 (2H, dd) 7.28 (2H, dd), 3.42 (3H, s), 2.52 (3H, s). MS m/z: 283.9 [M+H]+. The reactants are BrCc1ccccc1, O=C([O-])[O-], CC(C)=O, [K+], [K+], Nc1ccc(O)cc1[N+](=O)[O-]. Yields the product Nc1ccc(OCc2ccccc2)cc1[N+](=O)[O-]. Reaction SMILES: [Br:18][CH2:19][c:20]1[cH:21][cH:22][cH:23][cH:24][cH:25]1.[C:12](=[O:13])([O-:14])[O-:15].[CH3:26][C:27](=[O:28])[CH3:29].[K+:16].[K+:17].[NH2:1][c:2]1[c:3]([N+:9](=[O:10])[O-:11])[cH:4][c:5]([OH:8])[cH:6][cH:7]1>>[NH2:1][c:2]1[c:3]([N+:9](=[O:10])[O-:11])[cH:4][c:5]([O:8][CH2:19][c:20]2[cH:21][cH:22][cH:23][cH:24][cH:25]2)[cH:6][cH:7]1.